From a dataset of the Open Reaction Database (ORD), a public repository of structured organic reaction records. describe an organic reaction: reactants, conditions, products, and yield Starting materials: BrC1=CC=C(C(=O)O)C=C1 (4-bromobenzoic acid), Cl.Cl.C(C)C(CC)N1CCNCC1 (1-(1-Ethyl-propyl)-piperazine dihydrochloride), Cl.CN(CCCN=C=NCC)C (1-{3-(dimethylamino) propyl}-3-ethylcarbodiimide hydrochloride), O.ON1N=NC2=C1C=CC=C2 (1-hydroxybenzotriazole hydrate), CN1CCOCC1 (N-methyl morpholine), [OH-].[Na+] (NaOH). The solvent is C(Cl)Cl (DCM). Product: BrC1=CC=C(C=C1)C(=O)N1CCN(CC1)C(CC)CC ((4-Bromo-phenyl)-{4-(1-ethyl-propyl)-piperazin-1-yl}-methanone). The yield is 74.7%. As a reaction SMILES: [Br:1][C:2]1[CH:10]=[CH:9][C:5]([C:6]([OH:8])=O)=[CH:4][CH:3]=1.Cl.Cl.[CH2:13]([CH:15]([N:18]1[CH2:23][CH2:22][NH:21][CH2:20][CH2:19]1)[CH2:16][CH3:17])[CH3:14].Cl.CN(C)CCCN=C=NCC.O.ON1C2C=CC=CC=2N=N1.CN1CCOCC1.[OH-].[Na+]>C(Cl)Cl>[Br:1][C:2]1[CH:3]=[CH:4][C:5]([C:6]([N:21]2[CH2:22][CH2:23][N:18]([CH:15]([CH2:16][CH3:17])[CH2:13][CH3:14])[CH2:19][CH2:20]2)=[O:8])=[CH:9][CH:10]=1 |f:1.2.3,4.5,6.7,9.10|. Procedure: To a solution of 4-bromobenzoic acid (500 mg) and the product of Example 7 (710 mg) in DCM (20 mL) was added 1-{3-(dimethylamino) propyl}-3-ethylcarbodiimide hydrochloride (713 mg), 1-hydroxybenzotriazole hydrate (570 mg), and N-methyl morpholine (1.64 mL). After 16 h the reaction mixture was treated with 1 N NaOH (25 mL) and extracted with DCM (3×75 mL). The organic layers were dried (Na2SO4), concentrated, and chromatographed on silica gel (1-3% 2 M methanolic ammonia/DCM) to give the title co... The reactants are CN(c1c(Cl)cccc1Cl)C1CC1, O=C(Nc1c(Cl)cccc1Cl)C1CC1, Cl, C1CCOC1. Yields the product Clc1cccc(Cl)c1NCC1CC1. Reaction SMILES: [CH:16]1([N:17]([CH3:18])[c:19]2[c:20]([Cl:21])[cH:22][cH:23][cH:24][c:25]2[Cl:26])[CH2:27][CH2:28]1.[CH:1]1([C:4](=[O:5])[NH:6][c:7]2[c:8]([Cl:14])[cH:9][cH:10][cH:11][c:12]2[Cl:13])[CH2:2][CH2:3]1.[ClH:15].[O:29]1[CH2:30][CH2:31][CH2:32][CH2:33]1>>[CH:1]1([CH2:4][NH:6][c:7]2[c:8]([Cl:14])[cH:9][cH:10][cH:11][c:12]2[Cl:13])[CH2:2][CH2:3]1. Reactants: BrC=1C=C(C(=NC1)Cl)[N+](=O)[O-] (5-bromo-2-chloro-3-nitro-pyridine), C(=C)[Mg]Br (vinylmagnesium bromide). Run in O1CCCC1 (tetrahydrofuran). Reaction conditions: temperature -70 celsius, time 1 hour. The product is BrC1=C2C(=C(N=C1)Cl)NC=C2 (4-Bromo-7-chloro-1H-pyrrolo[2,3-c]pyridine). RXN SMILES: [Br:1][C:2]1[CH:3]=[C:4]([N+:9]([O-])=O)[C:5]([Cl:8])=[N:6][CH:7]=1.[CH:12]([Mg]Br)=[CH2:13]>O1CCCC1>[Br:1][C:2]1[CH:7]=[N:6][C:5]([Cl:8])=[C:4]2[NH:9][CH:12]=[CH:13][C:3]=12. Procedure details: To a solution of 5-bromo-2-chloro-3-nitro-pyridine (7 g) in dry tetrahydrofuran (150 ml) at −70° C. under an atmosphere of nitrogen was added dropwise a solution of vinylmagnesium bromide (1.0M in tetrahydrofuran; 94.5 ml) over 1 h. The solution was stirred at −70° C. for 1 h and then quenched with saturated ammonium chloride (150 ml) and the aqueous was extracted twice with ethyl acetate. The combined organics were dried (MgSO4) and evaporated to give a deep red oil. The residue was triturated ... Reactants: NC1=CC=CC=C1 (aniline), C(C=C)(=O)OC(C)(C)C (tert-butyl acrylate), [Sn](Cl)(Cl)(Cl)Cl (tin tetrachloride). The solvent is C1=CC=CC=C1 (benzene). The product is C1(=CC=CC=C1)NCCC(=O)OC(C)(C)C (1,1-Dimethylethyl 3-(phenylamino)propanoate). Yield: 33.9%. RXN SMILES: [NH2:1][C:2]1[CH:7]=[CH:6][CH:5]=[CH:4][CH:3]=1.[C:8]([O:12][C:13]([CH3:16])([CH3:15])[CH3:14])(=[O:11])[CH:9]=[CH2:10].[Sn](Cl)(Cl)(Cl)Cl>C1C=CC=CC=1>[C:2]1([NH:1][CH2:10][CH2:9][C:8]([O:12][C:13]([CH3:16])([CH3:15])[CH3:14])=[O:11])[CH:7]=[CH:6][CH:5]=[CH:4][CH:3]=1. Reported procedure: To a solution of aniline (27.9 g, 0.30 mol) and tert-butyl acrylate (38.4 g, 0.30 mol) in dry benzene (500 ml) was added tin tetrachloride (2 ml) and the resulting solution was heated under reflux for 18 8 h. The resulting suspension was filtered and the filtrate was concentrated in vacuo giving a residue which was chromatographed on silica gel eluting with 25/75 ethyl acetate/hexane to give the title compound (22.53 g, 34%) as an oil. 1H NMR (300 MHz, CDCl3) δ7.12 (2H, t), 6.71 (1H, m), 6.62 (2... The reactants are CC#N, COC(=O)C1(CCCc2c(F)cnc3ccc(OC)cc23)CCN(CC=Cc2cc(F)ccc2F)C1, [Na+], C1COCCO1, [OH-]. The product is COc1ccc2ncc(F)c(CCCC3(C(=O)O)CCN(CC=Cc4cc(F)ccc4F)C3)c2c1. As a reaction SMILES: [CH3:45][C:46]#[N:47].[F:3][c:4]1[c:5]([CH:11]=[CH:12][CH2:13][N:14]2[CH2:15][C:16]([C:19](=[O:20])[O:21][CH3:22])([CH2:23][CH2:24][CH2:25][c:26]3[c:27]([F:38])[cH:28][n:29][c:30]4[cH:31][cH:32][c:33]([O:36][CH3:37])[cH:34][c:35]34)[CH2:17][CH2:18]2)[cH:6][c:7]([F:10])[cH:8][cH:9]1.[Na+:2].[O:39]1[CH2:40][CH2:41][O:42][CH2:43][CH2:44]1.[OH-:1]>>[F:3][c:4]1[c:5]([CH:11]=[CH:12][CH2:13][N:14]2[CH2:15][C:16]([C:19](=[O:20])[OH:21])([CH2:23][CH2:24][CH2:25][c:26]3[c:27]([F:38])[cH:28][n:29][c:30]4[cH:31][cH:32][c:33]([O:36][CH3:37])[cH:34][c:35]34)[CH2:17][CH2:18]2)[cH:6][c:7]([F:10])[cH:8][cH:9]1.